describe an organic reaction: reactants, conditions, products, and yield From a dataset of the Open Reaction Database (ORD), a public repository of structured organic reaction records. The reactants are CC(C)(C)[Si](C)(C)OCCBr, CC(C)(C)OC(=O)N1CCNC(=O)C1, CN(C)C=O, [H-], [Na+]. Yields the product CC(C)(C)OC(=O)N1CCN(CCO[Si](C)(C)C(C)(C)C)C(=O)C1. As a reaction SMILES: [Br:17][CH2:18][CH2:19][O:20][Si:21]([CH3:22])([CH3:23])[C:24]([CH3:25])([CH3:26])[CH3:27].[C:3]([CH3:4])([CH3:5])([CH3:6])[O:7][C:8](=[O:9])[N:10]1[CH2:11][C:12](=[O:16])[NH:13][CH2:14][CH2:15]1.[CH3:28][N:29]([CH3:30])[CH:31]=[O:32].[H-:1].[Na+:2]>>[C:3]([CH3:4])([CH3:5])([CH3:6])[O:7][C:8](=[O:9])[N:10]1[CH2:11][C:12](=[O:16])[N:13]([CH2:18][CH2:19][O:20][Si:21]([CH3:22])([CH3:23])[C:24]([CH3:25])([CH3:26])[CH3:27])[CH2:14][CH2:15]1. Starting materials: OC(=O)C(F)(F)F.N[C@@H](C(=O)NN1C[C@H](CC1)N(C([C@@H](COC(C)=O)C)=O)C1CCCCC1)CC1=CC=C(C=C1)Cl ((2R)-2-amino-N-{(3S)-3-[cyclohexyl((2R)-2-methyl-3-acetyloxypropionyl)amino]pyrrolidine-1-yl}-3-(4-chlorophenyl)propionamide TFA), N(CC(=O)O)C(=O)OC(C)(C)C (N-BOC-Gly). Product: C(=O)(OC(C)(C)C)NCC(=O)N[C@@H](C(=O)NN1C[C@H](CC1)N(C([C@@H](COC(C)=O)C)=O)C1CCCCC1)CC1=CC=C(C=C1)Cl ((2R)-2-[(BOC)aminoacetyl]amino-N-{(3S)-3-[cyclohexyl((2R)-2-methyl-3-acetyloxypropionyl)amino]pyrrolidine-1-yl}-3-(4-chlorophenyl)propionamide). As a reaction SMILES: OC(C(F)(F)F)=O.[NH2:8][C@H:9]([CH2:34][C:35]1[CH:40]=[CH:39][C:38]([Cl:41])=[CH:37][CH:36]=1)[C:10]([NH:12][N:13]1[CH2:17][CH2:16][C@H:15]([N:18]([CH:28]2[CH2:33][CH2:32][CH2:31][CH2:30][CH2:29]2)[C:19](=[O:27])[C@H:20]([CH3:26])[CH2:21][O:22][C:23](=[O:25])[CH3:24])[CH2:14]1)=[O:11].[NH:42]([C:47]([O:49][C:50]([CH3:53])([CH3:52])[CH3:51])=[O:48])[CH2:43][C:44](O)=[O:45]>>[C:47]([NH:42][CH2:43][C:44]([NH:8][C@H:9]([CH2:34][C:35]1[CH:40]=[CH:39][C:38]([Cl:41])=[CH:37][CH:36]=1)[C:10]([NH:12][N:13]1[CH2:17][CH2:16][C@H:15]([N:18]([CH:28]2[CH2:29][CH2:30][CH2:31][CH2:32][CH2:33]2)[C:19](=[O:27])[C@H:20]([CH3:26])[CH2:21][O:22][C:23](=[O:25])[CH3:24])[CH2:14]1)=[O:11])=[O:45])([O:49][C:50]([CH3:51])([CH3:52])[CH3:53])=[O:48] |f:0.1|. Procedure details: The title compound was prepared following the procedure described in Step A of Example 1 using (2R)-2-amino-N-{(3S)-3-[cyclohexyl((2R)-2-methyl-3-acetyloxypropionyl)amino]pyrrolidine-1-yl}-3-(4-chlorophenyl)propionamide prepared in Step B of Example 187 and N-BOC-Gly. The reactants are O=C([O-])[O-], CC(C)=O, N#CC(Cl)c1ccccc1, [K+], [K+], N#CCOc1ccccc1O. Yields the product N#CCOc1ccccc1OC(C#N)c1ccccc1. As a reaction SMILES: [C:22](=[O:23])([O-:24])[O-:25].[CH3:28][C:29](=[O:30])[CH3:31].[Cl:12][CH:13]([C:14]#[N:15])[c:16]1[cH:17][cH:18][cH:19][cH:20][cH:21]1.[K+:26].[K+:27].[OH:1][c:2]1[c:3]([O:4][CH2:5][C:6]#[N:7])[cH:8][cH:9][cH:10][cH:11]1>>[O:1]([c:2]1[c:3]([O:4][CH2:5][C:6]#[N:7])[cH:8][cH:9][cH:10][cH:11]1)[CH:13]([C:14]#[N:15])[c:16]1[cH:17][cH:18][cH:19][cH:20][cH:21]1. Reactants: C1(=C(C(=C(C(=C1F)F)F)N)F)N.Cl.Cl (dihydrochloride), NCCC1=CNC2=CC=CC=C12 (tryptamine), N1C=C(C2=CC=CC=C12)CCNC1CCC(CC1)(N(C)C)C1=CC2=CC=CC=C2C=C1 (N′-[2-(1H-indol-3-yl)-ethyl]-N,N-dimethyl-1-naphthalen-2-yl-cyclohexane-1,4-diamine), CN(C1(CCC(CC1)=O)C1=CC2=CC=CC=C2C=C1)C (4-dimethylamino-4-naphthalen-2-yl-cyclohexanone). Product: Cl.Cl.N1C=C(C2=CC=CC=C12)CCNC1CCC(CC1)(N(C)C)C1=CC2=CC=CC=C2C=C1 (N′-[2-(1H-Indol-3-yl)-ethyl]-N,N-dimethyl-1-naphthalen-2-yl-cyclohexane-1,4-diamine dihydrochloride). As a reaction SMILES: C1(N)C(F)=C(F)C(F)=C(N)C=1F.[ClH:13].Cl.[NH:15]1[C:23]2[C:18](=[CH:19][CH:20]=[CH:21][CH:22]=2)[C:17]([CH2:24][CH2:25][NH:26][CH:27]2[CH2:32][CH2:31][C:30]([C:36]3[CH:45]=[CH:44][C:43]4[C:38](=[CH:39][CH:40]=[CH:41][CH:42]=4)[CH:37]=3)([N:33]([CH3:35])[CH3:34])[CH2:29][CH2:28]2)=[CH:16]1.CN(C)C1(C2C=CC3C(=CC=CC=3)C=2)CCC(=O)CC1.NCCC1C2C(=CC=CC=2)NC=1>>[ClH:13].[ClH:13].[NH:15]1[C:23]2[C:18](=[CH:19][CH:20]=[CH:21][CH:22]=2)[C:17]([CH2:24][CH2:25][NH:26][CH:27]2[CH2:32][CH2:31][C:30]([C:36]3[CH:45]=[CH:44][C:43]4[C:38](=[CH:39][CH:40]=[CH:41][CH:42]=4)[CH:37]=3)([N:33]([CH3:35])[CH3:34])[CH2:29][CH2:28]2)=[CH:16]1 |f:0.1.2,6.7.8|. Procedure: The dihydrochloride of the nonpolar diastereomer of N′-[2-(1H-indol-3-yl)-ethyl]-N,N-dimethyl-1-naphthalen-2-yl-cyclohexane-1,4-diamine was obtained analogously to the examples described above by reductive amination of 4-dimethylamino-4-naphthalen-2-yl-cyclohexanone with tryptamine.